From a dataset of the Open Reaction Database (ORD), a public repository of structured organic reaction records. describe an organic reaction: reactants, conditions, products, and yield Reactants: CN(C(=S)Cl)C1=CC=CC=C1 (N-methyl-N-phenylthiocarbamyl chloride), CNN (methylhydrazine). Run in CCOCC (ether), CCOCC (ether). Yields the product CN(C(=S)N(N)C)C1=CC=CC=C1 (N,1-Dimethyl-N-phenylhydrazinethiocarboxamide). Reaction SMILES: [CH3:1][N:2]([C:6]1[CH:11]=[CH:10][CH:9]=[CH:8][CH:7]=1)[C:3](Cl)=[S:4].[CH3:12][NH:13][NH2:14]>CCOCC>[CH3:1][N:2]([C:6]1[CH:11]=[CH:10][CH:9]=[CH:8][CH:7]=1)[C:3]([N:13]([CH3:12])[NH2:14])=[S:4]. Procedure details: To a solution of N-methyl-N-phenylthiocarbamyl chloride 79.6 g (0.43 m) in 250 ml dry ether, a solution of 39.5 g (0.86 m) methylhydrazine in 100 ml of dry ether was added dropwise with stirring below 10° C. The reaction temperature was allowed to increase to room temperature and filtered. The filtrate was evaporated to low volume and diluted with ~300 ml hexane. After stirring for a few hours the hexane layer was decanted. The hexane immiscible layer was reevacuated to remove organic solvents, ... Starting materials: OC=1C=C(C=O)C=CC1OC (3-hydroxy-4-methoxybenzaldehyde), N(=NC(=O)OCC)C(=O)OCC (diethyl azodicarboxylate), C1(=CC=CC=C1)CCCCCCCCCCCO (11-phenylundecylalcohol), C1(=CC=CC=C1)P(C1=CC=CC=C1)C1=CC=CC=C1 (triphenylphosphine). Run in O1CCCC1 (tetrahydrofuran). Conditions: time 2 hour. Yields the product COC1=C(C=C(C=O)C=C1)OCCCCCCCCCCCC1=CC=CC=C1 (4-Methoxy-3-(11-phenylundecyloxy)benzaldehyde). Isolated yield 38.2%. Reaction SMILES: [OH:1][C:2]1[CH:3]=[C:4]([CH:7]=[CH:8][C:9]=1[O:10][CH3:11])[CH:5]=[O:6].[C:12]1([CH2:18][CH2:19][CH2:20][CH2:21][CH2:22][CH2:23][CH2:24][CH2:25][CH2:26][CH2:27][CH2:28]O)[CH:17]=[CH:16][CH:15]=[CH:14][CH:13]=1.C1(P(C2C=CC=CC=2)C2C=CC=CC=2)C=CC=CC=1.N(C(OCC)=O)=NC(OCC)=O>O1CCCC1>[CH3:11][O:10][C:9]1[CH:8]=[CH:7][C:4]([CH:5]=[O:6])=[CH:3][C:2]=1[O:1][CH2:28][CH2:27][CH2:26][CH2:25][CH2:24][CH2:23][CH2:22][CH2:21][CH2:20][CH2:19][CH2:18][C:12]1[CH:17]=[CH:16][CH:15]=[CH:14][CH:13]=1. Procedure details: To a solution of 3-hydroxy-4-methoxybenzaldehyde (2.5 grams), 11-phenylundecylalcohol (4.6 grams) and triphenylphosphine (4.9 grams) in tetrahydrofuran at 0° C. is slowly added diethyl azodicarboxylate (2.9 ml). After stirring for 2 hours at room temperature the mixture is concentrated under reduced pressure and purified by column chromatography on a silica gel column using a 9:1 mixture of hexane and ethyl acetate as eluent to give 2.4 grams of a yellow oil. 1H NMR (CDCl3) δ 1H NMR (CDCl3) δ 0.... Starting materials: C1(CC1)NC(CS)=O (N-cyclopropyl-2-mercapto-acetamide), C[O-].[Na+] (sodium methoxide), O (water), ClC1=C(C#N)C(=C(C(=N1)OC)Cl)C (2,5-dichloro-6-methoxy-4-methyl-nicotinonitrile). Solvent: CO (MeOH). Reaction conditions: time 10 minute. Yields the product C1(CC1)NC(=O)C1=C(C=2C(=NC(=C(C2C)Cl)OC)S1)N (3-Amino-5-chloro-6-methoxy-4-methyl-thieno[2,3-b]pyridine-2-carboxylic acid cyclopropylamide). Reaction SMILES: [CH:1]1([NH:4][C:5](=[O:8])[CH2:6][SH:7])[CH2:3][CH2:2]1.C[O-].[Na+].Cl[C:13]1[N:20]=[C:19]([O:21][CH3:22])[C:18]([Cl:23])=[C:17]([CH3:24])[C:14]=1[C:15]#[N:16].O>CO>[CH:1]1([NH:4][C:5]([C:6]2[S:7][C:13]3=[N:20][C:19]([O:21][CH3:22])=[C:18]([Cl:23])[C:17]([CH3:24])=[C:14]3[C:15]=2[NH2:16])=[O:8])[CH2:3][CH2:2]1 |f:1.2|. Procedure details: To a solution of N-cyclopropyl-2-mercapto-acetamide (6.65 g, 50.68 mmol) in MeOH (100 ml), is added sodium methoxide solution (25% wt. in MeOH)(11.59 ml, 50.68 mmol). The resulting solution is stirred at room temperature for 10 minutes, and then treated with 2,5-dichloro-6-methoxy-4-methyl-nicotinonitrile (10.0 g, 46.07 mmol). The reaction vessel is sealed and heated at 100° C. for 2 hours. The reaction mixture is cooled to room temperature and poured over 500 ml of cold water. A thick white pre... Starting materials: ON=C(C1=CN=CC=C1)N (N′-hydroxynicotinimidamide), FC1=C(C(=O)O)C=CC(=C1F)F (2,3,4-trifluorobenzoic acid), N (NH3). Product: FC1=C(C=CC(=C1F)F)C1=NC(=NO1)C=1C=NC=CC1 (5-(2,3,4-trifluorophenyl)-3-(pyridin-3-yl)-1,2,4-oxadiazole). As a reaction SMILES: [OH:1][N:2]=[C:3]([NH2:10])[C:4]1[CH:9]=[CH:8][CH:7]=[N:6][CH:5]=1.[F:11][C:12]1[C:20]([F:21])=[C:19]([F:22])[CH:18]=[CH:17][C:13]=1[C:14](O)=O.N>>[F:11][C:12]1[C:20]([F:21])=[C:19]([F:22])[CH:18]=[CH:17][C:13]=1[C:14]1[O:1][N:2]=[C:3]([C:4]2[CH:5]=[N:6][CH:7]=[CH:8][CH:9]=2)[N:10]=1. Procedure: The title compound was prepared according to the procedure of Example 8 using N′-hydroxynicotinimidamide (Aldrich) and 2,3,4-trifluorobenzoic acid (Aldrich). 1H NMR (300 MHz, CD3OD) δ 7.37-7.48 (m, J=9.3, 9.3, 7.1, 2.4 Hz, 1 H), 7.64 (ddd, J=7.9, 5.0, 1.0 Hz, 1 H), 8.08-8.18 (m, 1 H), 8.56 (dt, J=8.0, 1.9 Hz, 1 H), 8.75 (dd, J=5.0, 1.8 Hz, 1 H), 9.30 (dd, J=2.0, 0.8 Hz, 1 H) ppm; MS (DCI/NH3) m/z 278 (M+H)+. Reactants: C=CCC1=CC(O[Si](C)(C)C(C)(C)C)CC1(C)OCOC, CC[SiH](CC)CC, CC[Al+2], CCCCCC, [Cl-], [Cl-], ClCCl, O=C(O)CC(O)(CC(=O)O)C(=O)O. Product: C=CCC1=C(C)CC(O[Si](C)(C)C(C)(C)C)C1. As a reaction SMILES: [C:1]([CH3:2])([CH3:3])([CH3:4])[Si:5]([CH3:6])([CH3:7])[O:8][CH:9]1[CH:10]=[C:11]([CH2:19][CH:20]=[CH2:21])[C:12]([O:14][CH2:15][O:16][CH3:17])([CH3:18])[CH2:13]1.[CH2:22]([SiH:23]([CH2:24][CH3:25])[CH2:26][CH3:27])[CH3:28].[CH2:31]([Al+2:32])[CH3:33].[CH3:47][CH2:48][CH2:49][CH2:50][CH2:51][CH3:52].[Cl-:29].[Cl-:30].[Cl:53][CH2:54][Cl:55].[OH:34][C:35]([CH2:36][C:37]([C:38](=[O:39])[OH:40])([CH2:41][C:42](=[O:43])[OH:44])[OH:45])=[O:46]>>[C:1]([CH3:2])([CH3:3])([CH3:4])[Si:5]([CH3:6])([CH3:7])[O:8][CH:9]1[CH2:10][C:11]([CH2:19][CH:20]=[CH2:21])=[C:12]([CH3:18])[CH2:13]1. Starting materials: BrBr (bromine), NC1=C(C(=NC(=C1F)C1=CC=C(C=2OC(OC21)(F)F)[Si](C)(C)C)C(=O)OC)Cl (Methyl 4-amino-3-chloro-6-(2,2-difluoro-7-(trimethylsilyl)benzo[d][1,3]dioxol-4-yl)-5-fluoropicolinate), OS(=O)[O-].[Na+] (NaHSO3). Solvent: ClCCCl (1,2-dichloroethane). Run at temperature 22.5 celsius, time 4 hour. Yields the product NC1=C(C(=NC(=C1F)C1=CC=C(C=2OC(OC21)(F)F)Br)C(=O)OC)Cl (Methyl 4-amino-6-(7-bromo-2,2-difluorobenzo[d][1,3]dioxol-4-yl)-3-chloro-5-fluoropicolinate). Yield: 91.5%. Reaction SMILES: [NH2:1][C:2]1[C:7]([F:8])=[C:6]([C:9]2[C:17]3[O:16][C:15]([F:19])([F:18])[O:14][C:13]=3[C:12]([Si](C)(C)C)=[CH:11][CH:10]=2)[N:5]=[C:4]([C:24]([O:26][CH3:27])=[O:25])[C:3]=1[Cl:28].[Br:29]Br.OS([O-])=O.[Na+]>ClCCCl>[NH2:1][C:2]1[C:7]([F:8])=[C:6]([C:9]2[C:17]3[O:16][C:15]([F:19])([F:18])[O:14][C:13]=3[C:12]([Br:29])=[CH:11][CH:10]=2)[N:5]=[C:4]([C:24]([O:26][CH3:27])=[O:25])[C:3]=1[Cl:28] |f:2.3|. Procedure: Methyl 4-amino-3-chloro-6-(2,2-difluoro-7-(trimethylsilyl)benzo[d][1,3]dioxol-4-yl)-5-fluoropicolinate (400 mg, 0.92 mmol) was stirred in 1,2-dichloroethane (5 mL), treated with bromine (1.0 g, 6.5 mmol) and stirred at 20-25° C. for 4 h. The solution was stirred with 10% NaHSO3 solution (30 mL) and extracted with ethyl acetate (35 mL). The organic phase was washed with saturated NaCl (5 mL), dried (Na2SO4) and evaporated to give the title compound as a white solid (370 mg, 92%): mp 168-170° C.; ... The product is [Br-], O=C1OC([P+](c2ccccc2)(c2ccccc2)c2ccccc2)c2ccc(OC(F)F)cc21. Starting materials: O=C1OC(Br)c2ccc(OC(F)F)cc21, CCOCC, CC#N, c1ccc(P(c2ccccc2)c2ccccc2)cc1. As a reaction SMILES: [Br:1][CH:2]1[O:3][C:4](=[O:15])[c:5]2[cH:6][c:7]([O:11][CH:12]([F:13])[F:14])[cH:8][cH:9][c:10]21.[CH2:38]([O:39][CH2:40][CH3:41])[CH3:42].[CH3:35][C:36]#[N:37].[c:16]1([P:22]([c:23]2[cH:24][cH:25][cH:26][cH:27][cH:28]2)[c:29]2[cH:30][cH:31][cH:32][cH:33][cH:34]2)[cH:17][cH:18][cH:19][cH:20][cH:21]1>>[Br-:1].[CH:2]1([P+:22]([c:16]2[cH:17][cH:18][cH:19][cH:20][cH:21]2)([c:23]2[cH:24][cH:25][cH:26][cH:27][cH:28]2)[c:29]2[cH:30][cH:31][cH:32][cH:33][cH:34]2)[O:3][C:4](=[O:15])[c:5]2[cH:6][c:7]([O:11][CH:12]([F:13])[F:14])[cH:8][cH:9][c:10]21. Reactants: C(C)(C)(C)OC(=O)N(CCC1CCN(CC1)C(=O)OC(C)(C)C)C=1N(N=C2C(=NC=3C=CC=CC3C21)Cl)CCC (tert-butyl 4-{2-[(tert-butoxycarbonyl)(4-chloro-2-propyl-2H-pyrazolo[3,4-c]quinolin-1-yl)amino]ethyl}piperidine-1-carboxylate), N (ammonia), Cl (Hydrochloric acid). Run in C(C)O (ethanol), CO (methanol). Reaction conditions: temperature 150 celsius. Yields the product Cl.Cl.N1CCC(CC1)CCNC=1N(N=C2C(=NC=3C=CC=CC3C21)N)CCC (N1-(2-piperidin-4-ylethyl)-2-propyl-2H-pyrazolo[3,4-c]quinoline-1,4-diamine dihydrochloride). As a reaction SMILES: C(OC([N:8]([C:24]1[N:25]([CH2:38][CH2:39][CH3:40])[N:26]=[C:27]2[C:36]=1[C:35]1[CH:34]=[CH:33][CH:32]=[CH:31][C:30]=1[N:29]=[C:28]2[Cl:37])[CH2:9][CH2:10][CH:11]1[CH2:16][CH2:15][N:14](C(OC(C)(C)C)=O)[CH2:13][CH2:12]1)=O)(C)(C)C.[ClH:41].[NH3:42]>CO.C(O)C>[ClH:37].[ClH:41].[NH:14]1[CH2:13][CH2:12][CH:11]([CH2:10][CH2:9][NH:8][C:24]2[N:25]([CH2:38][CH2:39][CH3:40])[N:26]=[C:27]3[C:36]=2[C:35]2[CH:34]=[CH:33][CH:32]=[CH:31][C:30]=2[N:29]=[C:28]3[NH2:42])[CH2:16][CH2:15]1 |f:5.6.7|. Reported procedure: A solution of tert-butyl 4-{2-[(tert-butoxycarbonyl)(4-chloro-2-propyl-2H-pyrazolo[3,4-c]quinolin-1-yl)amino]ethyl}piperidine-1-carboxylate (1.41 g) in 7N ammonia in methanol (25 mL) was placed in a stainless steel pressure vessel and heated at 150° C. for 18 hours. The reaction mixture was cooled to ambient temperature and then concentrated under reduced pressure to provide a brown residue. The residue was suspended in anhydrous ethanol (20 mL). Hydrochloric acid (4 mL of 3M) was added and the ... The yield is 72.0%. Run in C(C)#N (acetonitrile). The product is C(C)(C)C1=C(OCC#N)C=C(C(=C1)OC)C=1N=CSC1 ((2-Isopropyl-4-methoxy-5-thiazol-4-yl-phenoxy)-acetonitrile). RXN SMILES: [CH:1]([C:4]1[CH:9]=[C:8]([O:10][CH3:11])[C:7]([C:12]2[N:13]=[CH:14][S:15][CH:16]=2)=[CH:6][C:5]=1[OH:17])([CH3:3])[CH3:2].Br[CH2:19][C:20]#[N:21].C([O-])([O-])=O.[K+].[K+]>C(#N)C>[CH:1]([C:4]1[CH:9]=[C:8]([O:10][CH3:11])[C:7]([C:12]2[N:13]=[CH:14][S:15][CH:16]=2)=[CH:6][C:5]=1[O:17][CH2:19][C:20]#[N:21])([CH3:3])[CH3:2] |f:2.3.4|. The reactants are C(C)(C)C1=C(C=C(C(=C1)OC)C=1N=CSC1)O (2-Isopropyl-4-methoxy-5-thiazol-4-yl-phenol), BrCC#N (bromoacetonitrile), C(=O)([O-])[O-].[K+].[K+] (K2CO3). Reported procedure: The crude 2-Isopropyl-4-methoxy-5-thiazol-4-yl-phenol from step 4 and bromoacetonitrile (0.33 g, 2.72 mmol) together with K2CO3 (0.94 g, 6.81 mmol) in anhydrous acetonitrile (30 ml) was heated at 60° C. for 3 hrs. The reaction mixture was partitioned between EtOAc and water. The combined organic extract was dried over Na2SO4, filtered and concentrated. Flash chromatography on silica (10 to 20% EtOAc in Hexanes) gave (2-Isopropyl-4-methoxy-5-thiazol-4-yl-phenoxy)-acetonitrile (0.47 g, 72%) as an ...